This data is from the Open Reaction Database (ORD), a public repository of structured organic reaction records. The task is: describe an organic reaction: reactants, conditions, products, and yield The reactants are ClC1=NC=2C(CCCC2C=C1)=O (2-chloro-6,7-dihydro-8(5H)-quinolinone), CC1(OB(OC1(C)C)C=1C=NN(C1)C=1C=NC=CC1)C (3-[4-(4,4,5,5-tetramethyl-[1,3,2]dioxaborolan-2-yl)-pyrazol-1-yl]-pyridine), C([O-])([O-])=O.[Na+].[Na+] (sodium carbonate), Pd[P(Ph)3]4. The solvent is C(C)#N (acetonitrile), O (water), C(C)(=O)OCC (ethyl acetate). Conditions: temperature 80 celsius. Yields the product N1=CC(=CC=C1)N1N=CC(=C1)C1=NC=2C(CCCC2C=C1)=O (2-(1-pyridin-3-yl-1H-pyrazol-4-yl)-6,7-dihydro-5H-quinolin-8-one). RXN SMILES: Cl[C:2]1[CH:11]=[CH:10][C:9]2[CH2:8][CH2:7][CH2:6][C:5](=[O:12])[C:4]=2[N:3]=1.CC1(C)C(C)(C)OB([C:21]2[CH:22]=[N:23][N:24]([C:26]3[CH:27]=[N:28][CH:29]=[CH:30][CH:31]=3)[CH:25]=2)O1.C(=O)([O-])[O-].[Na+].[Na+]>C(#N)C.O.C(OCC)(=O)C>[N:28]1[CH:29]=[CH:30][CH:31]=[C:26]([N:24]2[CH:25]=[C:21]([C:2]3[CH:11]=[CH:10][C:9]4[CH2:8][CH2:7][CH2:6][C:5](=[O:12])[C:4]=4[N:3]=3)[CH:22]=[N:23]2)[CH:27]=1 |f:2.3.4|. Procedure details: A mixture of 2-chloro-6,7-dihydro-8(5H)-quinolinone (1.14 g, 6.3 mmol, prepared as described in J. Org. Chem. 1990, 55, 4789) and 3-[4-(4,4,5,5-tetramethyl-[1,3,2]dioxaborolan-2-yl)-pyrazol-1-yl]-pyridine (1.7 g, 6.3 mmol, WO 2012/000896), sodium carbonate (3.15 g, 29.6 mmol) in a mixture of acetonitrile (50 ml) and water (30 ml) was purged with argon for 10 min. To this solution was added Pd[P(Ph)3]4 (270 mg, 0.23 mmol) and the solution was heated at 80° C. overnight. The reaction mixture was d... RXN SMILES: [Cl:1][C:2]1[CH:26]=[CH:25][C:5]([C:6]([CH:8]([O:15][C:16](OC2C=CC=CC=2)=[O:17])[CH2:9][CH2:10][C:11]([O:13][CH3:14])=[O:12])=O)=[CH:4][CH:3]=1.C([O-])(=O)C.[NH4+:31]>C(O)(=O)C>[Cl:1][C:2]1[CH:26]=[CH:25][C:5]([C:6]2[NH:31][C:16](=[O:17])[O:15][C:8]=2[CH2:9][CH2:10][C:11]([O:13][CH3:14])=[O:12])=[CH:4][CH:3]=1 |f:1.2|. Solvent: C(C)(=O)O (acetic acid). Procedure details: A mixture of methyl 4-(4-chlorobenzoyl)-4-phenoxycarbonyloxybutyrate (61.2 g), ammonium acetate (62.2 g) and acetic acid (300 ml) was stirred under reflux for 1.5 hours. The reaction mixture was concentrated, water was added to the resulting residue, and the crystals thus precipitated were collected by filtration. These were recrystallized from methanol to give colorless needles of methyl 3-[4-(4-chlorophenyl)-2-oxo-4-oxazolin-5-yl]propionate (36.6 g, 79%). m.p. 147-148° C. The product is ClC1=CC=C(C=C1)C=1NC(OC1CCC(=O)OC)=O (methyl 3-[4-(4-chlorophenyl)-2-oxo-4-oxazolin-5-yl]propionate). The reactants are ClC1=CC=C(C(=O)C(CCC(=O)OC)OC(=O)OC2=CC=CC=C2)C=C1 (methyl 4-(4-chlorobenzoyl)-4-phenoxycarbonyloxybutyrate), C(C)(=O)[O-].[NH4+] (ammonium acetate). Isolated yield 80.0%.